From a dataset of the Open Reaction Database (ORD), a public repository of structured organic reaction records. describe an organic reaction: reactants, conditions, products, and yield The reactants are N#CC(C#N)(CCC(F)(F)F)Cc1ccc(C(Br)CBr)cc1, CC(C)(C)[O-], CN(C)C=O, [K+], O. The product is N#CC(C#N)(CCC(F)(F)F)Cc1ccc(C=CBr)cc1. Reaction SMILES: [Br:1][CH:2]([CH2:3][Br:4])[c:5]1[cH:6][cH:7][c:8]([CH2:9][C:10]([C:11]#[N:12])([C:13]#[N:14])[CH2:15][CH2:16][C:17]([F:18])([F:19])[F:20])[cH:21][cH:22]1.[CH3:23][C:24]([CH3:25])([O-:26])[CH3:27].[CH3:30][N:31]([CH3:32])[CH:33]=[O:34].[K+:28].[OH2:29]>>[CH:2](=[CH:3][Br:4])[c:5]1[cH:6][cH:7][c:8]([CH2:9][C:10]([C:11]#[N:12])([C:13]#[N:14])[CH2:15][CH2:16][C:17]([F:18])([F:19])[F:20])[cH:21][cH:22]1. Starting materials: C(C)(C)(C)OC(=O)N1CC=2N(CC1)C(=C(C2)C#N)C2=CC=CC=C2 (7-cyano-6-phenyl-3,4-dihydro-1H-pyrrolo[1,2-a]pyrazine-2-carboxylic acid tert-butyl ester), INC(CCC(=O)N)=O (N-iodosuccinamide), O (water), C(C)(=O)OCC (ethyl acetate). The solvent is CN(C=O)C (dimethylformamide). Run at time 4 hour. Yields the product C(C)(C)(C)OC(=O)N1CC=2N(CC1)C(=C(C2I)C#N)C2=CC=CC=C2 (7-Cyano-8-iodo-6-phenyl-3,4-dihydro-1H-pyrrolo[1,2-a]pyrazine-2-carboxylic acid 2-tert-butyl ester). Isolated yield 66.6%. Reaction SMILES: [C:1]([O:5][C:6]([N:8]1[CH2:13][CH2:12][N:11]2[C:14]([C:19]3[CH:24]=[CH:23][CH:22]=[CH:21][CH:20]=3)=[C:15]([C:17]#[N:18])[CH:16]=[C:10]2[CH2:9]1)=[O:7])([CH3:4])([CH3:3])[CH3:2].[I:25]NC(=O)CCC(N)=O.O.C(OCC)(=O)C>CN(C)C=O>[C:1]([O:5][C:6]([N:8]1[CH2:13][CH2:12][N:11]2[C:14]([C:19]3[CH:24]=[CH:23][CH:22]=[CH:21][CH:20]=3)=[C:15]([C:17]#[N:18])[C:16]([I:25])=[C:10]2[CH2:9]1)=[O:7])([CH3:4])([CH3:2])[CH3:3]. Procedure details: A solution of 7-cyano-6-phenyl-3,4-dihydro-1H-pyrrolo[1,2-a]pyrazine-2-carboxylic acid tert-butyl ester (8.6 g, Reference Example 4(b)) in dry dimethylformamide (80 mL) was treated with N-iodosuccinamide (6.07 g) over 10 minutes. After stirring at room temperature for a further 4 hours the reaction mixture was treated with water and ethyl acetate. The organic phase was separated, further washed with water, then dried over magnesium sulfate and evaporated. The residue was triturated with diethyl ... Reactants: [Li]CCCC, COc1nccc2ccoc12, CC=O, C1CCOC1, O. The product is COc1nccc2cc(C(C)O)oc12. Reaction SMILES: [CH2:12]([Li:13])[CH2:14][CH2:15][CH3:16].[CH3:1][O:2][c:3]1[n:4][cH:5][cH:6][c:7]2[c:8]1[o:9][cH:10][cH:11]2.[CH:17]([CH3:18])=[O:19].[O:20]1[CH2:21][CH2:22][CH2:23][CH2:24]1.[OH2:25]>>[CH3:1][O:2][c:3]1[n:4][cH:5][cH:6][c:7]2[c:8]1[o:9][c:10]([CH:17]([CH3:18])[OH:19])[cH:11]2. The reactants are CNOC, ClCCl, Cl, O=C(Cl)c1ccc(C(F)(F)F)nc1, c1ccncc1. Yields the product CON(C)C(=O)c1ccc(C(F)(F)F)nc1. As a reaction SMILES: [CH3:2][NH:3][O:4][CH3:5].[Cl:25][CH2:26][Cl:27].[ClH:1].[F:12][C:13]([c:14]1[n:15][cH:16][c:17]([C:18](=[O:19])[Cl:20])[cH:21][cH:22]1)([F:23])[F:24].[cH:6]1[cH:7][cH:8][n:9][cH:10][cH:11]1>>[CH3:2][N:3]([O:4][CH3:5])[C:18]([c:17]1[cH:16][n:15][c:14]([C:13]([F:12])([F:23])[F:24])[cH:22][cH:21]1)=[O:19]. The reactants are CCCCOc1ccccc1CC(=O)OC, COC=O. Yields the product CCCCOc1ccccc1C(C=O)C(=O)OC. As a reaction SMILES: [CH2:1]([CH2:2][CH2:3][CH3:4])[O:5][c:6]1[c:7]([CH2:12][C:13](=[O:14])[O:15][CH3:16])[cH:8][cH:9][cH:10][cH:11]1.[CH:17](=[O:18])[O:19][CH3:20]>>[CH2:1]([CH2:2][CH2:3][CH3:4])[O:5][c:6]1[c:7]([CH:12]([C:13](=[O:14])[O:15][CH3:16])[CH:17]=[O:18])[cH:8][cH:9][cH:10][cH:11]1. The reactants are NC1=C(C(=O)O)C=CC=C1[N+](=O)[O-] (2-amino-3-nitrobenzoic acid), O.NN (hydrazine hydrate), [OH-].[Na+] (sodium hydroxide), NC1=C(C(=O)O)C=CC=C1[N+](=O)[O-] (2-amino-3-nitrobenzoic acid). Reagents/catalysts: [Ni] (Raney nickel). Run in CO (methanol), CO (methanol), CO (methanol). Conditions: temperature 65 celsius. The product is NC1=C(C(=O)O)C=CC=C1N (2,3-diaminobenzoic acid). Reaction SMILES: [NH2:1][C:2]1[C:10]([N+:11]([O-])=O)=[CH:9][CH:8]=[CH:7][C:3]=1[C:4]([OH:6])=[O:5].[OH-].[Na+].O.NN>[Ni].CO>[NH2:1][C:2]1[C:10]([NH2:11])=[CH:9][CH:8]=[CH:7][C:3]=1[C:4]([OH:6])=[O:5] |f:1.2,3.4|. Reported procedure: 3 g of the above mentioned 2-amino-3-nitrobenzoic acid is added into 30 ml of methanol, 20% sodium hydroxide aqueous solution with the same molar as 2-amino-3-nitrobenzoic acid is dropped into the above methanol solution till dissolve completely. 0.2 g of Raney nickel at the moment is added in to the methanol solution, and to heat it to 65° C. and reflux it at the temperature; and then drop 80 g/g % hydrazine hydrate (about 1.5 equivalent weight×1.1) till the yellow disappears completely. Hot Ra... Starting materials: C(C)OC1=CC2=C(N(C(N2C2CCCCC2)=O)S(=O)(=O)C2=C(C=C(C=C2)NC(=O)OC2=CC=CC=C2)OC)C=C1 (5-Ethoxy-1,3-dihydro-1-[2-methoxy-4-phenoxycarbonylaminobenzenesulfonyl]-3-cyclohexyl-2H-benzimidazol-2-one), C(C)(C)(C)N (tert-butylamine). The solvent is C(Cl)Cl (DCM). Run at time 48 hour. Product: C(C)(C)(C)NC(NC1=CC(=C(C=C1)S(=O)(=O)N1C(N(C2=C1C=CC(=C2)OCC)C2CCCCC2)=O)OC)=O (1-[4-(N'-tert-Butylureido)-2-methoxybenzenesulfonyl]-3-cyclohexyl-5-ethoxy-1,3-dihydro-2H-benzimidazol-2-one). RXN SMILES: [CH2:1]([O:3][C:4]1[CH:40]=[CH:39][C:7]2[N:8]([S:18]([C:21]3[CH:26]=[CH:25][C:24]([NH:27][C:28](OC4C=CC=CC=4)=[O:29])=[CH:23][C:22]=3[O:37][CH3:38])(=[O:20])=[O:19])[C:9](=[O:17])[N:10]([CH:11]3[CH2:16][CH2:15][CH2:14][CH2:13][CH2:12]3)[C:6]=2[CH:5]=1)[CH3:2].[C:41]([NH2:45])([CH3:44])([CH3:43])[CH3:42]>C(Cl)Cl>[C:41]([NH:45][C:28](=[O:29])[NH:27][C:24]1[CH:25]=[CH:26][C:21]([S:18]([N:8]2[C:7]3[CH:39]=[CH:40][C:4]([O:3][CH2:1][CH3:2])=[CH:5][C:6]=3[N:10]([CH:11]3[CH2:16][CH2:15][CH2:14][CH2:13][CH2:12]3)[C:9]2=[O:17])(=[O:19])=[O:20])=[C:22]([O:37][CH3:38])[CH:23]=1)([CH3:44])([CH3:43])[CH3:42]. Procedure details: A mixture of 0.7 g of the compound obtained in EXAMPLE 16 step A), 1 ml of tert-butylamine and 25 ml of DCM is stirred for 48 hours at RT. The solvent is evaporated off under vacuum and the residue is chromatographed on silica using a DCM/AcOEt mixture (90/10; v/v) as the eluent to give 0.41 g of the expected product after crystallization from an AcOEt/iso ether mixture (50/50; v/v). M.p.=237° C.